This data is from the Open Reaction Database (ORD), a public repository of structured organic reaction records. The task is: describe an organic reaction: reactants, conditions, products, and yield Starting materials: COC(=O)C(SC)c1ccc(N2CCCCC2)c(Cl)c1, CI, CN(C)C=O, [Cl-], [H-], [NH4+], [Na+]. Product: COC(=O)C(C)(SC)c1ccc(N2CCCCC2)c(Cl)c1. RXN SMILES: [CH3:1][S:2][CH:3]([C:4](=[O:5])[O:6][CH3:7])[c:8]1[cH:9][c:10]([Cl:20])[c:11]([N:14]2[CH2:15][CH2:16][CH2:17][CH2:18][CH2:19]2)[cH:12][cH:13]1.[CH3:23][I:24].[CH3:27][N:28]([CH3:29])[CH:30]=[O:31].[Cl-:25].[H-:21].[NH4+:26].[Na+:22]>>[CH3:1][S:2][C:3]([C:4](=[O:5])[O:6][CH3:7])([c:8]1[cH:9][c:10]([Cl:20])[c:11]([N:14]2[CH2:15][CH2:16][CH2:17][CH2:18][CH2:19]2)[cH:12][cH:13]1)[CH3:23].